From a dataset of the Open Reaction Database (ORD), a public repository of structured organic reaction records. describe an organic reaction: reactants, conditions, products, and yield Reactants: C(C)(C)(C)OC(=O)N1CCN(CCC1)C(=O)C1=CN(C2=CC=C(C=C12)Br)S(=O)(=O)C1=CC=C(C2=CC=CC=C12)OC (4-[5-Bromo-1-(4-methoxy-naphthalene-1-sulfonyl)-1H-indole-3-carbonyl]-[1,4]diazepane-1-carboxylic acid tert-butyl ester), FC(C(=O)O)(F)F (trifluoroacetic acid). Run in ClCCl (dichloromethane). Conditions: time 1 hour. The product is FC(C(=O)O)(F)F.BrC=1C=C2C(=CN(C2=CC1)S(=O)(=O)C1=CC=C(C2=CC=CC=C12)OC)C(=O)N1CCNCCC1 ([5-Bromo-1-(4-methoxy-naphthalene-1-sulfonyl)-1H-indol-3-yl]-[1,4]diazepan-1-yl-methanone trifluoroacetate). The yield is 27.0%. RXN SMILES: C(OC([N:8]1[CH2:14][CH2:13][CH2:12][N:11]([C:15]([C:17]2[C:25]3[C:20](=[CH:21][CH:22]=[C:23]([Br:26])[CH:24]=3)[N:19]([S:27]([C:30]3[C:39]4[C:34](=[CH:35][CH:36]=[CH:37][CH:38]=4)[C:33]([O:40][CH3:41])=[CH:32][CH:31]=3)(=[O:29])=[O:28])[CH:18]=2)=[O:16])[CH2:10][CH2:9]1)=O)(C)(C)C.[F:42][C:43]([F:48])([F:47])[C:44]([OH:46])=[O:45]>ClCCl>[F:42][C:43]([F:48])([F:47])[C:44]([OH:46])=[O:45].[Br:26][C:23]1[CH:24]=[C:25]2[C:20](=[CH:21][CH:22]=1)[N:19]([S:27]([C:30]1[C:39]3[C:34](=[CH:35][CH:36]=[CH:37][CH:38]=3)[C:33]([O:40][CH3:41])=[CH:32][CH:31]=1)(=[O:29])=[O:28])[CH:18]=[C:17]2[C:15]([N:11]1[CH2:12][CH2:13][CH2:14][NH:8][CH2:9][CH2:10]1)=[O:16] |f:3.4|. Reported procedure: To a solution of 4-[5-Bromo-1-(4-methoxy-naphthalene-1-sulfonyl)-1H-indole-3-carbonyl]-[1,4]diazepane-1-carboxylic acid tert-butyl ester (A) (45 mg, 0.07 mmol) in dichloromethane (5 cm3) was added trifluoroacetic acid (2 cm3). The solution was shaken at room temperature for 1 h before the solvent was removed under reduced pressure. The residue was dissolved in N,N-dimethylformamide (DMF) (1 cm3) and purified using reverse phase HPLC (Agilent Technologies, CombiHT SB-C18, Preparative cartridge 21... Reactants: NC1=C(C=CC=C1)S (2-aminobenzenethiol), [N+](=O)([O-])C=1C=C2C(=C3C=CC=CC13)C(=O)OC2=O (4-nitronaphthalene dicarboxylic anhydride), N(=O)OCCCCC (amyl nitrite). Solvent: CN(C=O)C (dimethylformamide). Reaction conditions: time 30 minute. The product is C1=CC2=C(C=3C=CC=4SC=5C=CC=CC5CC4C31)C(=O)OC2=O (benzothioxanthene-3,4-dicarboxylic anhydride). RXN SMILES: [N+]([C:4]1[CH:5]=[C:6]2[C:17](=[O:18])[O:16][C:14](=[O:15])[C:7]2=[C:8]2[C:13]=1[CH:12]=[CH:11][CH:10]=[CH:9]2)([O-])=O.N[C:20]1[CH:25]=[CH:24][CH:23]=[CH:22][C:21]=1[SH:26].N(O[CH2:30]CCCC)=O>CN(C)C=O>[CH:4]1[C:13]2[C:12]3[CH2:30][C:20]4[CH:25]=[CH:24][CH:23]=[CH:22][C:21]=4[S:26][C:11]=3[CH:10]=[CH:9][C:8]=2[C:7]2[C:14]([O:16][C:17](=[O:18])[C:6]=2[CH:5]=1)=[O:15]. Procedure details: A suspension was prepared by mixing 48.6 g of 4-nitronaphthalene dicarboxylic anhydride in 1,000 ml of dimethylformamide, to which 38.0 g of 2-aminobenzenethiol was added dropwise at room temperature over 30 minutes. After the completion of addition, 30 ml of amyl nitrite was added with stirring over 30 minutes and mixed for another 45 minutes. After cooling to room temperature, it was recrystallized with dimethylformamide to obtain a crystal of benzothioxanthene-3,4-dicarboxylic anhydride. The ... Starting materials: C1(=CC=CC=C1)S(=O)(=O)[N@@]1C(C1)C(=O)N1CCN(CC1)C1=C(C=CC(=C1)C)C (((S)-1-benzenesulfonyl-aziridin-2-yl)-[4-(2,5-dimethyl-phenyl)-piperazin-1-yl]-methanone), [I-].[Na+] (sodium iodide), FC1=C(C=CC=C1)N=C=O (2-fluorophenylisocyanate). Yields the product C1(=CC=CC=C1)S(=O)(=O)N1C(N([C@@H](C1)C(=O)N1CCN(CC1)C1=C(C=CC(=C1)C)C)C1=C(C=CC=C1)F)=O ((S)-1-Benzenesulfonyl-4-[4-(2,5-dimethyl-phenyl)-piperazine-1-carbonyl]-3-(2-fluoro-phenyl)-imidazolidin-2-one). RXN SMILES: [C:1]1([S:7]([N@:10]2[CH2:12][CH:11]2[C:13]([N:15]2[CH2:20][CH2:19][N:18]([C:21]3[CH:26]=[C:25]([CH3:27])[CH:24]=[CH:23][C:22]=3[CH3:28])[CH2:17][CH2:16]2)=[O:14])(=[O:9])=[O:8])[CH:6]=[CH:5][CH:4]=[CH:3][CH:2]=1.[I-].[Na+].[F:31][C:32]1[CH:37]=[CH:36][CH:35]=[CH:34][C:33]=1[N:38]=[C:39]=[O:40]>>[C:1]1([S:7]([N:10]2[CH2:12][C@@H:11]([C:13]([N:15]3[CH2:16][CH2:17][N:18]([C:21]4[CH:26]=[C:25]([CH3:27])[CH:24]=[CH:23][C:22]=4[CH3:28])[CH2:19][CH2:20]3)=[O:14])[N:38]([C:33]3[CH:34]=[CH:35][CH:36]=[CH:37][C:32]=3[F:31])[C:39]2=[O:40])(=[O:9])=[O:8])[CH:6]=[CH:5][CH:4]=[CH:3][CH:2]=1 |f:1.2|. Reported procedure: In analogy to example 2, ((S)-1-benzenesulfonyl-aziridin-2-yl)-[4-(2,5-dimethyl-phenyl)-piperazin-1-yl]-methanone (example 21, step 3) was reacted with sodium iodide and 2-fluorophenylisocyanate to give the title compound as a colorless solid. MS: 537.0 ([M+H]+) The reactants are BrC=1C=C2C3C(N4C2=C(C1)OCC4)CCN(CC3)C(=O)OC(C)(C)C (tert-butyl 5-bromo-1,2,6b,7,8,10,11,11a-octahydro-9H-azepino[4,5-b][1,4]oxazino[2,3,4-hi]indole-9-carboxylate), C1(=CC=CC2=CC=CC=C12)B(O)O (1-naphthyl boronic acid). Yields the product C (Methane), hydrochloride salt, C1(=CC=CC2=CC=CC=C12)C=1C=C2C3C(N4C2=C(C1)OCC4)CCNCC3 (5-(1-naphthyl)-1,2,7,8,9,10,11,11a-octahydro-6bH-azepino[4,5-b][1,4]oxazino[2,3,4-hi]indole), C1(=CC=CC2=CC=CC=C12)C=1C=C2C3C(N4C2=C(C1)OCC4)CCN(CC3)C(=O)OC(C)(C)C (tert-butyl 5-(1-naphthyl)-1,2,6b,7,8,10,11,11a-octahydro-9H-azepino[4,5-b][1,4]oxazino[2,3,4-hi]indole-9-carboxylate). The yield is 268.4%. Reaction SMILES: Br[C:2]1[CH:3]=[C:4]2[C:8]3=[C:9]([O:11][CH2:12][CH2:13][N:7]3[CH:6]3[CH2:14][CH2:15][N:16]([C:19]([O:21][C:22]([CH3:25])([CH3:24])[CH3:23])=[O:20])[CH2:17][CH2:18][CH:5]23)[CH:10]=1.[C:26]1(B(O)O)[C:35]2[C:30](=[CH:31][CH:32]=[CH:33][CH:34]=2)[CH:29]=[CH:28][CH:27]=1>>[CH4:2].[C:26]1([C:2]2[CH:3]=[C:4]3[C:8]4=[C:9]([O:11][CH2:12][CH2:13][N:7]4[CH:6]4[CH2:14][CH2:15][NH:16][CH2:17][CH2:18][CH:5]34)[CH:10]=2)[C:35]2[C:30](=[CH:31][CH:32]=[CH:33][CH:34]=2)[CH:29]=[CH:28][CH:27]=1.[C:34]1([C:2]2[CH:3]=[C:4]3[C:8]4=[C:9]([O:11][CH2:12][CH2:13][N:7]4[CH:6]4[CH2:14][CH2:15][N:16]([C:19]([O:21][C:22]([CH3:24])([CH3:23])[CH3:25])=[O:20])[CH2:17][CH2:18][CH:5]34)[CH:10]=2)[C:35]2[C:30](=[CH:29][CH:28]=[CH:27][CH:26]=2)[CH:31]=[CH:32][CH:33]=1. Procedure: Tert-butyl 5-(1-naphthyl)-1,2,6b,7,8,10,11,11a-octahydro-9H-azepino[4,5-b][1,4]oxazino[2,3,4-hi]indole-9-carboxylate (671 mg, 90%) was prepared via coupling of tert-butyl 5-bromo-1,2,6b,7,8,10,11,11a-octahydro-9H-azepino[4,5-b][1,4]oxazino[2,3,4-hi]indole-9-carboxylate (671 mg, 1.64 mmol) with 1-naphthyl boronic acid (423 mg, 2.46 mmol) as illustrated by the general procedure described in Example 534 Step C. CIMS (Methane) m/z=457 [MH]+ The corresponding hydrochloride salt of the title compound ...